Dataset: the Open Reaction Database (ORD), a public repository of structured organic reaction records. Task: describe an organic reaction: reactants, conditions, products, and yield Conditions: temperature 40 celsius, time 3 hour. Product: C(N)(SCCC(=C(F)F)F)=S (3,4,4-trifluoro-3-butenyl dithiocarbamate). Reported procedure: 2.8 g (25 mmol) of ammonium dithiocarbamate in 40 ml of ethanol are admixed dropwise with 5.32 g (26.3 mmol; purity 93.2%) of 4-bromo-1,1,2-trifluoro-1-butene, stirred at 40° C. for 3 h, another 2.8 g of ammonium dithiocarbamate is added after 1 h, and everything is left to stand at room temperature for 8 h. The filtrate is filtered off with suction and concentrated by evaporation under reduced pressure, the residue taken up in dichloromethane and washed once with water, and the organic phase dr... The reactants are C(N)([S-])=S.[NH4+] (ammonium dithiocarbamate), BrCCC(=C(F)F)F (4-bromo-1,1,2-trifluoro-1-butene), C(N)([S-])=S.[NH4+] (ammonium dithiocarbamate). Solvent: C(C)O (ethanol). As a reaction SMILES: [C:1](=[S:4])([S-:3])[NH2:2].[NH4+].Br[CH2:7][CH2:8][C:9]([F:13])=[C:10]([F:12])[F:11]>C(O)C>[C:1](=[S:3])([S:4][CH2:7][CH2:8][C:9]([F:13])=[C:10]([F:12])[F:11])[NH2:2] |f:0.1|. Starting materials: [BH4-], CCc1oc2ccccc2c1C(=O)c1ccccc1, CCO, [Na+]. The product is CCc1oc2ccccc2c1C(O)c1ccccc1. Reaction SMILES: [BH4-:1].[CH2:3]([CH3:4])[c:5]1[o:6][c:7]2[c:8]([c:9]1[C:10](=[O:11])[c:12]1[cH:13][cH:14][cH:15][cH:16][cH:17]1)[cH:18][cH:19][cH:20][cH:21]2.[CH3:22][CH2:23][OH:24].[Na+:2]>>[CH2:3]([CH3:4])[c:5]1[o:6][c:7]2[c:8]([c:9]1[CH:10]([OH:11])[c:12]1[cH:13][cH:14][cH:15][cH:16][cH:17]1)[cH:18][cH:19][cH:20][cH:21]2. The reactants are C(C)C1(C(C(N(CC1)C)=O)(C)C)CC (diethyl-trimethyl-oxopiperidine), CC1(NC(CC(C1CC)=O)(CCC)C)CCC (2,6-dimethyl-2,6-dipropyl-3-ethyl-4-oxopiperidine). Yields the product CC1(NC(CCC1CC)(CCC)C)CCC (2,6-dimethyl-2,6-dipropyl-3-ethylpiperidine). Reaction SMILES: C(C1(CC)CCN(C)C(=O)C1(C)C)C.[CH3:15][C:16]1([CH2:29][CH2:30][CH3:31])[CH:21]([CH2:22][CH3:23])[C:20](=O)[CH2:19][C:18]([CH3:28])([CH2:25][CH2:26][CH3:27])[NH:17]1>>[CH3:15][C:16]1([CH2:29][CH2:30][CH3:31])[CH:21]([CH2:22][CH3:23])[CH2:20][CH2:19][C:18]([CH3:28])([CH2:25][CH2:26][CH3:27])[NH:17]1. Procedure: If instead of diethyl-trimethyl-oxopiperidine the equivalent amount of 2,6-dimethyl-2,6-dipropyl-3-ethyl-4-oxopiperidine is used in this procedure there is obtained 2,6-dimethyl-2,6-dipropyl-3-ethylpiperidine (Compound No. 2), boiling at 90°-95° C. at 2 mm Hg.